Dataset: the Open Reaction Database (ORD), a public repository of structured organic reaction records. Task: describe an organic reaction: reactants, conditions, products, and yield Reactants: CC(CC(=O)O)NC(=O)NCc1ccccc1, CCN=C=NCCCN(C)C, CCOC(C)=O, CCN(C(C)C)C(C)C, ClCCl, CCOC(CN(Cc1ccccc1)C(=O)C(N)Cc1ccc(OC(C)(C)C)cc1)OCC, On1nnc2ccccc21. The product is CCOC(CN(Cc1ccccc1)C(=O)C(Cc1ccc(OC(C)(C)C)cc1)NC(=O)CC(C)NC(=O)NCc1ccccc1)OCC. As a reaction SMILES: [CH2:33]([c:34]1[cH:35][cH:36][cH:37][cH:38][cH:39]1)[NH:40][C:41]([NH:42][CH:43]([CH2:44][C:45](=[O:46])[OH:47])[CH3:48])=[O:49].[CH3:50][CH2:51][N:52]=[C:53]=[N:54][CH2:55][CH2:56][CH2:57][N:58]([CH3:59])[CH3:60].[CH3:83][CH2:84][O:85][C:86]([CH3:87])=[O:88].[CH:71]([N:72]([CH2:73][CH3:74])[CH:75]([CH3:76])[CH3:77])([CH3:78])[CH3:79].[Cl:80][CH2:81][Cl:82].[NH2:1][CH:2]([C:3](=[O:4])[N:5]([CH2:6][CH:7]([O:8][CH2:9][CH3:10])[O:11][CH2:12][CH3:13])[CH2:14][c:15]1[cH:16][cH:17][cH:18][cH:19][cH:20]1)[CH2:21][c:22]1[cH:23][cH:24][c:25]([O:28][C:29]([CH3:30])([CH3:31])[CH3:32])[cH:26][cH:27]1.[OH:61][n:62]1[c:63]2[c:64]([cH:65][cH:66][cH:67][cH:68]2)[n:69][n:70]1>>[NH:1]([CH:2]([C:3](=[O:4])[N:5]([CH2:6][CH:7]([O:8][CH2:9][CH3:10])[O:11][CH2:12][CH3:13])[CH2:14][c:15]1[cH:16][cH:17][cH:18][cH:19][cH:20]1)[CH2:21][c:22]1[cH:23][cH:24][c:25]([O:28][C:29]([CH3:30])([CH3:31])[CH3:32])[cH:26][cH:27]1)[C:45]([CH2:44][CH:43]([NH:42][C:41]([NH:40][CH2:33][c:34]1[cH:35][cH:36][cH:37][cH:38][cH:39]1)=[O:49])[CH3:48])=[O:46].